The task is: describe an organic reaction: reactants, conditions, products, and yield. This data is from the Open Reaction Database (ORD), a public repository of structured organic reaction records. Reactants: C1CN=C2CCCN2C1, COC(=O)CCCCC(=O)OCCl, CC#N, ClCCl, NS(=O)(=O)c1cc(C(=O)OCC(Cl)(Cl)Cl)c(NCc2ccco2)cc1Cl. Yields the product COC(=O)CCCCC(=O)OCNS(=O)(=O)c1cc(C(=O)OCC(Cl)(Cl)Cl)c(NCc2ccco2)cc1Cl. Reaction SMILES: [CH2:40]1[CH2:41][N:42]2[C:43](=[N:47][CH2:48]1)[CH2:44][CH2:45][CH2:46]2.[CH3:27][O:28][C:29]([CH2:30][CH2:31][CH2:32][CH2:33][C:34](=[O:35])[O:36][CH2:37][Cl:38])=[O:39].[CH3:49][C:50]#[N:51].[Cl:52][CH2:53][Cl:54].[NH2:1][S:2](=[O:3])(=[O:4])[c:5]1[c:6]([Cl:26])[cH:7][c:8]([NH:19][CH2:20][c:21]2[o:22][cH:23][cH:24][cH:25]2)[c:9]([C:10](=[O:11])[O:12][CH2:13][C:14]([Cl:15])([Cl:16])[Cl:17])[cH:18]1>>[NH:1]([S:2](=[O:3])(=[O:4])[c:5]1[c:6]([Cl:26])[cH:7][c:8]([NH:19][CH2:20][c:21]2[o:22][cH:23][cH:24][cH:25]2)[c:9]([C:10](=[O:11])[O:12][CH2:13][C:14]([Cl:15])([Cl:16])[Cl:17])[cH:18]1)[CH2:37][O:36][C:34]([CH2:33][CH2:32][CH2:31][CH2:30][C:29]([O:28][CH3:27])=[O:39])=[O:35]. Reactants: CCN=C=NCCCN(C)C, ClCCl, Cl, Nc1cccc(-c2nn(C3CCCCO3)c3ccc(-c4ncn(C(c5ccccc5)(c5ccccc5)c5ccccc5)n4)cc23)c1, O=C(O)C(=O)c1ccco1. Yields the product O=C(Nc1cccc(-c2nn(C3CCCCO3)c3ccc(-c4ncn(C(c5ccccc5)(c5ccccc5)c5ccccc5)n4)cc23)c1)C(=O)c1ccco1. Reaction SMILES: [CH3:12][N:13]([CH3:14])[CH2:15][CH2:16][CH2:17][N:18]=[C:19]=[N:20][CH2:21][CH3:22].[Cl:69][CH2:70][Cl:71].[ClH:11].[O:23]1[CH:24]([n:29]2[n:30][c:31](-[c:62]3[cH:63][c:64]([NH2:68])[cH:65][cH:66][cH:67]3)[c:32]3[cH:33][c:34](-[c:38]4[n:39][n:40]([C:43]([c:44]5[cH:45][cH:46][cH:47][cH:48][cH:49]5)([c:50]5[cH:51][cH:52][cH:53][cH:54][cH:55]5)[c:56]5[cH:57][cH:58][cH:59][cH:60][cH:61]5)[cH:41][n:42]4)[cH:35][cH:36][c:37]23)[CH2:25][CH2:26][CH2:27][CH2:28]1.[o:1]1[c:2]([C:6]([C:7](=[O:8])[OH:9])=[O:10])[cH:3][cH:4][cH:5]1>>[o:1]1[c:2]([C:6]([C:7](=[O:9])[NH:68][c:64]2[cH:63][c:62](-[c:31]3[n:30][n:29]([CH:24]4[O:23][CH2:28][CH2:27][CH2:26][CH2:25]4)[c:37]4[c:32]3[cH:33][c:34](-[c:38]3[n:39][n:40]([C:43]([c:44]5[cH:45][cH:46][cH:47][cH:48][cH:49]5)([c:50]5[cH:51][cH:52][cH:53][cH:54][cH:55]5)[c:56]5[cH:57][cH:58][cH:59][cH:60][cH:61]5)[cH:41][n:42]3)[cH:35][cH:36]4)[cH:67][cH:66][cH:65]2)=[O:10])[cH:3][cH:4][cH:5]1.